Dataset: the Open Reaction Database (ORD), a public repository of structured organic reaction records. Task: describe an organic reaction: reactants, conditions, products, and yield The reactants are [O-]C#N.[K+] (potassium cyanate), Cl.NC(CNC(CN1N=C(N(C1=O)C[C@@H](C(F)(F)F)O)C1=CC=C(C=C1)Cl)=O)C1=C(C(=CC=C1)Cl)Cl (N-[2-Amino-2-(2,3-dichlorophenyl)ethyl]-2-{3-(4-chlorophenyl)-5-oxo-4-[(2S)-3,3,3-trifluoro-2-hydroxypropyl]-4,5-dihydro-1H-1,2,4-triazol-1-yl}acetamide hydrochloride), O (water), CO (methanol), [O-]C#N.[K+] (potassium cyanate). Solvent: CS(=O)C (DMSO). Run at temperature 40 celsius, time 1.5 hour. Product: C(N)(=O)NC(CNC(CN1N=C(N(C1=O)C[C@@H](C(F)(F)F)O)C1=CC=C(C=C1)Cl)=O)C1=C(C(=CC=C1)Cl)Cl (N-[2-(Carbamoylamino)-2-(2,3-dichlorophenyl)ethyl]-2-{3-(4-chlorophenyl)-5-oxo-4-[(2S)-3,3,3-trifluoro-2-hydroxypropyl]-4,5-dihydro-1H-1,2,4-triazol-1-yl}acetamide). Reaction SMILES: [O-:1][C:2]#[N:3].[K+].Cl.[NH2:6][CH:7]([C:33]1[CH:38]=[CH:37][CH:36]=[C:35]([Cl:39])[C:34]=1[Cl:40])[CH2:8][NH:9][C:10](=[O:32])[CH2:11][N:12]1[C:16](=[O:17])[N:15]([CH2:18][C@H:19]([OH:24])[C:20]([F:23])([F:22])[F:21])[C:14]([C:25]2[CH:30]=[CH:29][C:28]([Cl:31])=[CH:27][CH:26]=2)=[N:13]1.O.CO>CS(C)=O>[C:2]([NH:6][CH:7]([C:33]1[CH:38]=[CH:37][CH:36]=[C:35]([Cl:39])[C:34]=1[Cl:40])[CH2:8][NH:9][C:10](=[O:32])[CH2:11][N:12]1[C:16](=[O:17])[N:15]([CH2:18][C@H:19]([OH:24])[C:20]([F:21])([F:23])[F:22])[C:14]([C:25]2[CH:30]=[CH:29][C:28]([Cl:31])=[CH:27][CH:26]=2)=[N:13]1)(=[O:1])[NH2:3] |f:0.1,2.3|. Procedure details: 12 mg of potassium cyanate (153 μmol) were added to a mixture of 30 mg (51 μmol) of the compound of Example 54A, 1 ml of water and 1 ml of methanol, and the mixture was stirred at 40° C. for 1.5 h. An additional 6 mg (75 μmol) of potassium cyanate were added, and stirring of the reaction mixture was continued at RT overnight. A few ml of DMSO were added, and the entire solution was separated by preparative HPLC [Method 8]. The product fraction was freed from the solvent on a rotary evaporator an... The reactants are BrC1=CC=C(C=C1)C1=NSC2=C1C=CC(=C2)OCCCBr (3-(4-Bromo-phenyl)-6-(3-bromo-propoxy)-benzo[d]isothiazole), C(C)NCCO (2-(ethylamino)ethanol). Product: BrC1=CC=C(C=C1)C1=NSC2=C1C=CC(=C2)OCCCN(CCO)CC (2-[[3-[3-(4-Bromo-phenyl)-benzo[d]isothiazol-6-yloxy]-propyl]-ethyl-amino]-ethanol). Reaction SMILES: [Br:1][C:2]1[CH:7]=[CH:6][C:5]([C:8]2[C:12]3[CH:13]=[CH:14][C:15]([O:17][CH2:18][CH2:19][CH2:20]Br)=[CH:16][C:11]=3[S:10][N:9]=2)=[CH:4][CH:3]=1.[CH2:22]([NH:24][CH2:25][CH2:26][OH:27])[CH3:23]>>[Br:1][C:2]1[CH:7]=[CH:6][C:5]([C:8]2[C:12]3[CH:13]=[CH:14][C:15]([O:17][CH2:18][CH2:19][CH2:20][N:24]([CH2:22][CH3:23])[CH2:25][CH2:26][OH:27])=[CH:16][C:11]=3[S:10][N:9]=2)=[CH:4][CH:3]=1. Procedure: According to the method in example 4, 3-(4-Bromo-phenyl)-6-(3-bromo-propoxy)-benzo[d]isothiazole and 2-(ethylamino)ethanol were converted to yield 2-[[3-[3-(4-Bromo-phenyl)-benzo[d]isothiazol-6-yloxy]-propyl]-ethyl-amino]-ethanol, MS: 436 (MH+, 1Br).